Dataset: the Open Reaction Database (ORD), a public repository of structured organic reaction records. Task: describe an organic reaction: reactants, conditions, products, and yield Reactants: ClC=1C(=C(C(=NC1)N)[N+](=O)[O-])N1CCN(CC1)CCOC1=CC=CC=C1 (5-chloro-3-nitro-4-[4-(2-phenoxy-ethyl)-piperazin-1-yl]-pyridin-2-ylamine), CN(C1=CC=C(C=O)C=C1)C (4-dimethylamino-benzaldehyde), [O-]S(=O)S(=O)[O-].[Na+].[Na+] (Na2S2O4). Solvent: C(C)O (ethanol). Conditions: temperature 70 celsius. The product is ClC=1C(=C2C(=NC1)NC(=N2)C2=CC=C(C=C2)N(C)C)N2CCN(CC2)CCOC2=CC=CC=C2 ((4-{6-Chloro-7-[4-(2-phenoxy-ethyl)-piperazin-1-yl]-3H-imidazo[4,5-b]pyridin-2-yl}-phenyl)-dimethyl-amine). RXN SMILES: [Cl:1][C:2]1[C:3]([N:12]2[CH2:17][CH2:16][N:15]([CH2:18][CH2:19][O:20][C:21]3[CH:26]=[CH:25][CH:24]=[CH:23][CH:22]=3)[CH2:14][CH2:13]2)=[C:4]([N+:9]([O-])=O)[C:5]([NH2:8])=[N:6][CH:7]=1.[CH3:27][N:28]([CH3:37])[C:29]1[CH:36]=[CH:35][C:32]([CH:33]=O)=[CH:31][CH:30]=1.[O-]S(S([O-])=O)=O.[Na+].[Na+]>C(O)C>[Cl:1][C:2]1[C:3]([N:12]2[CH2:17][CH2:16][N:15]([CH2:18][CH2:19][O:20][C:21]3[CH:26]=[CH:25][CH:24]=[CH:23][CH:22]=3)[CH2:14][CH2:13]2)=[C:4]2[N:9]=[C:33]([C:32]3[CH:35]=[CH:36][C:29]([N:28]([CH3:37])[CH3:27])=[CH:30][CH:31]=3)[NH:8][C:5]2=[N:6][CH:7]=1 |f:2.3.4|. Procedure: To a mixture of 5-chloro-3-nitro-4-[4-(2-phenoxy-ethyl)-piperazin-1-yl]-pyridin-2-ylamine (0.037 g, 0.10 mmol), ethanol (3 ml), and 4-dimethylamino-benzaldehyde (0.021 g, 0.14 mmol) was added a freshly prepared aqueous solution of Na2S2O4 (1M; 0.4 ml, 0.4 mmol). The reaction mixture was heated at 70° C. for 5.5 h, then allowed to cool to room temperature and the solvents were removed in vacuo. The residue was absorbed on silica gel and the free running powder was placed on a 10 g isolute silica ... Reactants: [H-].[Na+] (Sodium hydride), CC[O-].[Na+] (NaOEt), CC1(C(CCC1)=O)C (2,2-dimethylcyclopentanone), C(C)OC(C(=O)OCC)=O (diethyloxalate). Run in CCO (EtOH). Yields the product C(C)OC(C(=O)C1C(C(CC1)(C)C)=O)=O ((3,3-Dimethyl-2-oxocyclopentyl)-oxoacetic acid ethyl ester). As a reaction SMILES: [H-].[Na+].[CH3:3][C:4]1([CH3:10])[CH2:8][CH2:7][CH2:6][C:5]1=[O:9].[CH2:11]([O:13][C:14](=[O:20])[C:15](OCC)=[O:16])[CH3:12].CC[O-].[Na+]>CCO>[CH2:11]([O:13][C:14](=[O:20])[C:15]([CH:6]1[CH2:7][CH2:8][C:4]([CH3:10])([CH3:3])[C:5]1=[O:9])=[O:16])[CH3:12] |f:0.1,4.5|. Procedure details: Sodium hydride (0.428 g, 17.8 mmol) was added slowly to a NaCl ice bath containing EtOH (5.4 mL, 3.3 M) stirring under N2. 2,2-dimethylcyclopentanone (2.00 g, 17.83 mmol) and diethyloxalate (2.42 mL, 17.8 mmol) were mixed together, and then added to the chilled NaOEt solution. After stirring for 15 minutes, the reaction was warmed to room temperature and stirred for 6 hours, at which point the reaction was judged complete by TLC. The reaction was quenched at 0° C. with 1N HCl and extracted 2× wi... Reactants: ClC1=CC2=C(C=3CCCNC3CC2)C=C1 (8-chloro-1,2,3,4,5,6-hexahydrobenzo[f]quinoline), ClC1=CC=C(C(=O)Cl)C=C1 (4-chlorobenzoyl chloride). Procedure details: 8.78 g (40 mmol) of 8-chloro-1,2,3,4,5,6-hexahydrobenzo[f]quinoline were dissolved in 88 ml of methylene chloride and 7.70 g (44 mmol) of 4-chlorobenzoyl chloride in 60 ml of methylene chloride were added dropwise thereto at 0°. After stirring at room temperature for 1 hour the mixture was extracted with water, dried with magnesium sulphate and the solvent was distilled off in vacuo. Chromatography (silica gel, chloroform-hexane, 2:1) and crystallization (chloroform-hexane) gave 8-chloro-4-(p-ch... Run at time 1 hour. As a reaction SMILES: [Cl:1][C:2]1[CH:15]=[CH:14][C:5]2[C:6]3[CH2:7][CH2:8][CH2:9][NH:10][C:11]=3[CH2:12][CH2:13][C:4]=2[CH:3]=1.[Cl:16][C:17]1[CH:25]=[CH:24][C:20]([C:21](Cl)=[O:22])=[CH:19][CH:18]=1>C(Cl)Cl>[Cl:1][C:2]1[CH:15]=[CH:14][C:5]2[C:6]3[CH2:7][CH2:8][CH2:9][N:10]([C:21](=[O:22])[C:20]4[CH:24]=[CH:25][C:17]([Cl:16])=[CH:18][CH:19]=4)[C:11]=3[CH2:12][CH2:13][C:4]=2[CH:3]=1. Product: ClC1=CC2=C(C=3CCCN(C3CC2)C(C2=CC=C(C=C2)Cl)=O)C=C1 (8-chloro-4-(p-chlorobenzoyl)-1,2,3,4,5,6-hexahydrobenzo[f]quinoline). The solvent is C(Cl)Cl (methylene chloride), C(Cl)Cl (methylene chloride). Yields the product CCC(C)C(CN(C(=O)C1CC1c1ccccn1)c1ccc(O)cc1)NC(=O)OC(C)(C)C. As a reaction SMILES: [C:1]([Si:2]([CH3:3])([CH3:4])[O:6][c:7]1[cH:8][cH:9][c:10]([N:13]([C:14](=[O:15])[CH:16]2[CH:17]([c:19]3[n:20][cH:21][cH:22][cH:23][cH:24]3)[CH2:18]2)[CH2:25][CH:26]([CH:27]([CH2:28][CH3:29])[CH3:30])[NH:31][C:32]([O:33][C:34]([CH3:35])([CH3:36])[CH3:37])=[O:38])[cH:11][cH:12]1)([CH3:5])([CH3:39])[CH3:40].[CH3:42][CH2:43][CH2:44][CH2:45][N+:46]([CH2:47][CH2:48][CH2:49][CH3:50])([CH2:51][CH2:52][CH2:53][CH3:54])[CH2:55][CH2:56][CH2:57][CH3:58].[F-:41].[O:59]1[CH2:60][CH2:61][CH2:62][CH2:63]1>>[OH:6][c:7]1[cH:8][cH:9][c:10]([N:13]([C:14](=[O:15])[CH:16]2[CH:17]([c:19]3[n:20][cH:21][cH:22][cH:23][cH:24]3)[CH2:18]2)[CH2:25][CH:26]([CH:27]([CH2:28][CH3:29])[CH3:30])[NH:31][C:32]([O:33][C:34]([CH3:35])([CH3:36])[CH3:37])=[O:38])[cH:11][cH:12]1. Starting materials: CCC(C)C(CN(C(=O)C1CC1c1ccccn1)c1ccc(O[Si](C)(C)C(C)(C)C)cc1)NC(=O)OC(C)(C)C, CCCC[N+](CCCC)(CCCC)CCCC, [F-], C1CCOC1. The reactants are CC=1N=CN2C(NN=CC21)=S (8-methylimidazo[1,5-d]-as-triazine-4(3H)-thione), CC=1N=C(N2C(NN=CC21)=S)CCC (8-methyl-6-propylimidazo[1,5-d]-as-triazine-4(3H)-thione). The solvent is C1CCCCC1 (cyclohexane). Yields the product CC=1N=C(N2C(=NN=CC21)SC)CCC (8-Methyl-4-(methylthio)-6-propylimidazo[1,5-d]-as-triazine). As a reaction SMILES: [CH3:1]C1N=CN2C=1C=NNC2=S.[CH3:12][C:13]1[N:14]=[C:15]([CH2:23][CH2:24][CH3:25])[N:16]2[C:21]=1[CH:20]=[N:19][NH:18][C:17]2=[S:22]>C1CCCCC1>[CH3:12][C:13]1[N:14]=[C:15]([CH2:23][CH2:24][CH3:25])[N:16]2[C:21]=1[CH:20]=[N:19][N:18]=[C:17]2[S:22][CH3:1]. Procedure: Repeating the procedure of Example 59 in every detail except that in lieu of 8-methylimidazo[1,5-d]-as-triazine-4(3H)-thione, 8-methyl-6-propylimidazo[1,5-d]-as-triazine-4(3H)-thione is employed, there is obtained the desired above-noted product having a melting point equal to 74°-78° C (cyclohexane). Reported procedure: To a solution of 3-(cyclopropylamino)propan-1-ol (7 g, 60.8 mmol) and Hunig's base (31.8 mL, 182 mmol) in N,N-dimethylformamide (20 mL), was added 2,4,6-trichloropyrimidine (7.10 mL, 60.8 mmol), stirred for 3 h at 0° C. Then, EtOAc (150 mL) was added, and the organic phase was washed with water, brine, dried over Na2SO4, and concentrated. Purification via FC afforded the title compound (3.8 g). Starting materials: CCOC(=O)C (EtOAc), C1(CC1)NCCCO (3-(cyclopropylamino)propan-1-ol), CCN(C(C)C)C(C)C (Hunig's base), ClC1=NC(=CC(=N1)Cl)Cl (2,4,6-trichloropyrimidine). The product is C1(CC1)N(CCCO)C1=NC(=NC(=C1)Cl)Cl (3-(cyclopropyl(2,6-dichloropyrimidin-4-yl)amino)propan-1-ol). As a reaction SMILES: [CH:1]1([NH:4][CH2:5][CH2:6][CH2:7][OH:8])[CH2:3][CH2:2]1.CCN(C(C)C)C(C)C.[Cl:18][C:19]1[N:24]=[C:23](Cl)[CH:22]=[C:21]([Cl:26])[N:20]=1.CCOC(C)=O>CN(C)C=O>[CH:1]1([N:4]([C:23]2[CH:22]=[C:21]([Cl:26])[N:20]=[C:19]([Cl:18])[N:24]=2)[CH2:5][CH2:6][CH2:7][OH:8])[CH2:3][CH2:2]1. Isolated yield 23.8%. Run in CN(C=O)C (N,N-dimethylformamide). Reaction conditions: temperature 0 celsius, time 3 hour. The reactants are FC1=NC=NC(=C1F)OCC#CCC (4,5-difluoro-6-(2-pentynyloxy)pyrimidine), N1CCCCC1 (piperidine), C1(=CC=CC=C1)C (toluene). Reaction conditions: time 3 hour. The product is FC=1C(=CC=NC1N1CCCCC1)OCC#CCC (5-fluoro-4-(2-pentynyloxy)-6-piperidinopyridine). RXN SMILES: F[C:2]1[C:7]([F:8])=[C:6]([O:9][CH2:10][C:11]#[C:12][CH2:13][CH3:14])N=[CH:4][N:3]=1.[NH:15]1[CH2:20][CH2:19][CH2:18][CH2:17][CH2:16]1.[C:21]1(C)C=CC=CC=1>>[F:8][C:7]1[C:6]([O:9][CH2:10][C:11]#[C:12][CH2:13][CH3:14])=[CH:21][CH:4]=[N:3][C:2]=1[N:15]1[CH2:20][CH2:19][CH2:18][CH2:17][CH2:16]1. Procedure: 0.1 g of 4,5-difluoro-6-(2-pentynyloxy)pyrimidine and 0.05 g of piperidine were added to 0.2 ml of toluene, then the reaction mixture was stirred at room temperature for 3 hours. Then the reaction mixture was subjected to silica gel column chromatography to obtain 0.12 g of 5-fluoro-4-(2-pentynyloxy)-6-piperidinopyridine (referred as the present compound (6) hereinafter). Starting materials: BrC1=CC=C(C(C(=O)O)=C1)N (5-bromoanthranilic acid), ClC1=CC=C(C=C1)N=C=O (4-chlorophenyl isocyanate), Cl (hydrogen chloride), NC(=O)N (urea). The solvent is C(C)(=O)OCCCC (butyl acetate), O (water). Reaction conditions: temperature 100 celsius, time 3 hour. The product is BrC=1C=C2C(N(C(NC2=CC1)=O)C1=CC=C(C=C1)Cl)=O (6-bromo-3-(4-chlorophenyl)-quinazoline-2,4-dione). Yield: 89.6%. As a reaction SMILES: [Br:1][C:2]1[CH:10]=[C:6]([C:7]([OH:9])=O)[C:5]([NH2:11])=[CH:4][CH:3]=1.[Cl:12][C:13]1[CH:18]=[CH:17][C:16]([N:19]=[C:20]=[O:21])=[CH:15][CH:14]=1.Cl.NC(N)=O>C(OCCCC)(=O)C.O>[Br:1][C:2]1[CH:10]=[C:6]2[C:5](=[CH:4][CH:3]=1)[NH:11][C:20](=[O:21])[N:19]([C:16]1[CH:17]=[CH:18][C:13]([Cl:12])=[CH:14][CH:15]=1)[C:7]2=[O:9]. Reported procedure: 21.6 g of 5-bromoanthranilic acid and 15.4 g of 4-chlorophenyl isocyanate were reacted in a similar procedure as described in Example 1 in 200 ml of butyl acetate at 100° C. and with a further stirring time of 4 hours. 18 g of hydrogen chloride gas were then introduced into the suspension of the urea formed in the course of 30 minutes and the mixture was then further stirred at 100° C. for 3 hours. For the work-up of the reaction mixture, sufficient butyl acetate was first distilled off at atmos... Reactants: ClC1=CC=C(OC2=CC=C(CN3CCC(CC3)C=3C=C(C=CC3)NC(C(C)C)=O)C=C2)C=C1 (N-(3-{1-[4-(4-CHLOROPHENOXY)BENZYL]-4-PIPERIDINYL}PHENYL)-2-METHYLPROPANAMIDE), C(C)N1C2=CC=CC=C2C=2C=C(C=CC12)CN1CCC(CC1)C1=CC=C(C=C1)NC(C(C)C)=O (N-(4-{1-[(9-ethyl-9H-carbazol-3-yl)methyl]-4-piperidinyl}phenyl)-2-methylpropanamide), C(C)N1C2=CC=CC=C2C=2C=C(C=CC12)C=O (9-ethyl-9H-carbazole-3-carbaldehyde), CC(C(=O)NC1=CC(=CC=C1)C1CCNCC1)C (2-methyl-N-[3-(4-piperidinyl)phenyl]propanamide). Product: C(C)N1C2=CC=CC=C2C=2C=C(C=CC12)CN1CCC(CC1)C=1C=C(C=CC1)NC(C(C)C)=O (N-(3-{1-[(9-ethyl-9H-carbazol-3-yl)methyl]-4-piperidinyl}phenyl)-2-methylpropanamide). Yield: 95.0%. RXN SMILES: ClC1C=CC(O[C:7]2[CH:31]=[CH:30][C:10]([CH2:11][N:12]3[CH2:17][CH2:16][CH:15]([C:18]4[CH:19]=[C:20]([NH:24][C:25](=[O:29])[CH:26]([CH3:28])[CH3:27])[CH:21]=[CH:22][CH:23]=4)[CH2:14][CH2:13]3)=[CH:9][CH:8]=2)=CC=1.[CH2:34]([N:36]1C2C=CC(CN3CCC(C4C=CC(NC(=O)C(C)C)=CC=4)CC3)=CC=2[C:42]2[C:37]1=[CH:38][CH:39]=[CH:40][CH:41]=2)[CH3:35].C(N1C2C=CC(C=O)=CC=2C2C1=CC=CC=2)C.CC(C)C(NC1C=CC=C(C2CCNCC2)C=1)=O>>[CH2:34]([N:36]1[C:7]2[CH:8]=[CH:9][C:10]([CH2:11][N:12]3[CH2:17][CH2:16][CH:15]([C:18]4[CH:19]=[C:20]([NH:24][C:25](=[O:29])[CH:26]([CH3:28])[CH3:27])[CH:21]=[CH:22][CH:23]=4)[CH2:14][CH2:13]3)=[CH:30][C:31]=2[C:42]2[C:37]1=[CH:38][CH:39]=[CH:40][CH:41]=2)[CH3:35]. Procedure details: According to the procedure used for the synthesis of N-(3-{1-[4-(4-CHLOROPHENOXY)BENZYL]-4-PIPERIDINYL}PHENYL)-2-METHYLPROPANAMIDE (Example 108) N-(4-{1-[(9-ethyl-9H-carbazol-3-yl)methyl]-4-piperidinyl}phenyl)-2-methylpropanamide, 9-ethyl-9H-carbazole-3-carbaldehyde and 2-methyl-N-[3-(4-piperidinyl)phenyl]propanamide afforded N-(3-{1-[(9-ethyl-9H-carbazol-3-yl)methyl]-4-piperidinyl}phenyl)-2-methylpropanamide (37 mg, 95%). 1H NMR (400 MHz, CDCl3) δ 8.24–6.29 (m, 12H), 4.37 (q, 2H, J=7.2 Hz), 3.8... Reactants: BrCC1=CC2=CC=CC=C2C=C1 (2-(bromomethyl) naphthalene), OC=1C=CC=C2C=CC=NC12 (8-hydroxy quinoline), C(=O)([O-])[O-].[K+].[K+] (K2CO3). Run in CC(=O)C (acetone). Product: C1=C(C=CC2=CC=CC=C12)COC=1C=CC=C2C=CC=NC12 (8-(Naphthalen-2-ylmethoxy)-quinoline). The yield is 75.9%. RXN SMILES: Br[CH2:2][C:3]1[CH:12]=[CH:11][C:10]2[C:5](=[CH:6][CH:7]=[CH:8][CH:9]=2)[CH:4]=1.[OH:13][C:14]1[CH:15]=[CH:16][CH:17]=[C:18]2[C:23]=1[N:22]=[CH:21][CH:20]=[CH:19]2.C([O-])([O-])=O.[K+].[K+]>CC(C)=O>[CH:4]1[C:5]2[C:10](=[CH:9][CH:8]=[CH:7][CH:6]=2)[CH:11]=[CH:12][C:3]=1[CH2:2][O:13][C:14]1[CH:15]=[CH:16][CH:17]=[C:18]2[C:23]=1[N:22]=[CH:21][CH:20]=[CH:19]2 |f:2.3.4|. Procedure: 2-(bromomethyl) naphthalene (663 mg, 3 mmol) was added to a stirred mixture of 8-hydroxy quinoline (435 mg, 3 mmol), K2CO3 (621 mg, 4.5 mmol) in acetone (20 ml) at room temperature. The reaction mixture was stirred at rt over weekend and then partitioned between EtOAc and water. Water layer was extracted with EtOAc (2×100 ml). The combined organic phase was washed with water (2×100 ml), brine and dried over sodium sulfate. After removal of solvent, the residue was washed with ether to give 650 m...